Dataset: the Open Reaction Database (ORD), a public repository of structured organic reaction records. Task: describe an organic reaction: reactants, conditions, products, and yield Starting materials: COCCCCCCCOc1c(C)cc(Br)cc1C, O=C([O-])[O-], Cc1ccccc1, [Cs+], [Cs+], CCOC(=O)c1ccc(N2CCNCC2)cc1, CC(=O)[O-], CC(=O)[O-], [Pd+2], c1ccc(P(c2ccccc2)c2ccc3ccccc3c2-c2c(P(c3ccccc3)c3ccccc3)ccc3ccccc23)cc1. Yields the product CCOC(=O)c1ccc(N2CCN(c3cc(C)c(OCCCCCCCOC)c(C)c3)CC2)cc1. Reaction SMILES: [Br:70][c:71]1[cH:72][c:73]([CH3:88])[c:74]([O:78][CH2:79][CH2:80][CH2:81][CH2:82][CH2:83][CH2:84][CH2:85][O:86][CH3:87])[c:75]([CH3:77])[cH:76]1.[C:1](=[O:2])([O-:3])[O-:4].[CH3:89][c:90]1[cH:91][cH:92][cH:93][cH:94][cH:95]1.[Cs+:5].[Cs+:6].[N:53]1([c:59]2[cH:60][cH:61][c:62]([C:63](=[O:64])[O:65][CH2:66][CH3:67])[cH:68][cH:69]2)[CH2:54][CH2:55][NH:56][CH2:57][CH2:58]1.[O-:101][C:102]([CH3:103])=[O:104].[O-:97][C:98]([CH3:99])=[O:100].[Pd+2:96].[c:7]1([P:8]([c:9]2[cH:10][cH:11][cH:12][cH:13][cH:14]2)[c:15]2[cH:16][cH:17][c:18]3[c:19]([cH:20][cH:21][cH:22][cH:23]3)[c:24]2-[c:25]2[c:26]3[c:27]([cH:28][cH:29][cH:30][cH:31]3)[cH:32][cH:33][c:34]2[P:35]([c:36]2[cH:37][cH:38][cH:39][cH:40][cH:41]2)[c:42]2[cH:43][cH:44][cH:45][cH:46][cH:47]2)[cH:48][cH:49][cH:50][cH:51][cH:52]1>>[N:53]1([c:59]2[cH:60][cH:61][c:62]([C:63](=[O:64])[O:65][CH2:66][CH3:67])[cH:68][cH:69]2)[CH2:54][CH2:55][N:56]([c:71]2[cH:72][c:73]([CH3:88])[c:74]([O:78][CH2:79][CH2:80][CH2:81][CH2:82][CH2:83][CH2:84][CH2:85][O:86][CH3:87])[c:75]([CH3:77])[cH:76]2)[CH2:57][CH2:58]1. Starting materials: C(C)OC(=O)C=1C(=NC2=CC=CC=C2N1)Cl (2-Chloro-3-quinoxalinecarboxylic acid ethyl ester), yellow solid, C(C)(C)NC(=S)NC(C)C (1,3-diisopropylthiourea), CC(=O)C (acetone). Solvent: C(C)(=O)O (acetic acid). The product is Cl.C(C)OC(=O)C=1C(=NC2=CC=CC=C2N1)SC(=NC(C)C)NC(C)C (2-[(1-Methylethylamino)(1-methylethylimino)methylthio]-3-quinoxalinecarboxylic acid ethyl ester, hydrochloride). As a reaction SMILES: [CH2:1]([O:3][C:4]([C:6]1[C:7]([Cl:16])=[N:8][C:9]2[C:14]([N:15]=1)=[CH:13][CH:12]=[CH:11][CH:10]=2)=[O:5])[CH3:2].[CH:17]([NH:20][C:21]([NH:23][CH:24]([CH3:26])[CH3:25])=[S:22])([CH3:19])[CH3:18].CC(C)=O>C(O)(=O)C>[ClH:16].[CH2:1]([O:3][C:4]([C:6]1[C:7]([S:22][C:21]([NH:23][CH:24]([CH3:26])[CH3:25])=[N:20][CH:17]([CH3:19])[CH3:18])=[N:8][C:9]2[C:14]([N:15]=1)=[CH:13][CH:12]=[CH:11][CH:10]=2)=[O:5])[CH3:2] |f:4.5|. Procedure: 2-Chloro-3-quinoxalinecarboxylic acid ethyl ester (4.73 g., 0.02 mole) and 3.206 g. (0.02 mole) of 1,3-diisopropylthiourea were dissolved in 90 ml. of acetone and 10 ml. of acetic acid. The solution was heated on the steambath for 23/4 hours and filtered hot. The solvent in the filtrate was evaporated and the residue was triturated with ether until it solidified. Filtration gave 2.33 g. of crude product. Recrystallized from acetone-ether it afforded 1.28 g. (16.1%) of a yellow solid, m.p. 148°-1... Starting materials: [H-].[Na+] (sodium hydride), COP(OC)(=O)CC(C(C)C)=O (3-methyl-2-oxo-butylphosphonic acid dimethyl ester), Cl (hydrochloric acid), C(CCC)[Li] (butyl lithium), BrCC#CCC (1-bromo-2-pentine). Run in O1CCCC1 (tetrahydrofuran), O1CCCC1 (tetrahydrofuran), CCCCCC (hexane), O1CCCC1 (tetrahydrofuran). Reaction conditions: time 1.5 hour. Yields the product COP(OC)(=O)CC(C(CC#CCC)(C)C)=O (3,3-Dimethyl-2-oxo-oct-5-inyl-phosphonic acid-dimethyl ester). RXN SMILES: [H-].[Na+].[CH3:3][O:4][P:5]([CH2:9][C:10](=[O:14])[CH:11]([CH3:13])[CH3:12])(=[O:8])[O:6][CH3:7].[CH2:15]([Li])[CH2:16][CH2:17][CH3:18].Br[CH2:21]C#CCC.Cl>O1CCCC1.CCCCCC>[CH3:3][O:4][P:5]([CH2:9][C:10](=[O:14])[C:11]([CH3:21])([CH3:12])[CH2:13][C:15]#[C:16][CH2:17][CH3:18])(=[O:8])[O:6][CH3:7] |f:0.1|. Reported procedure: To a suspension of 7.1 g of sodium hydride (50% suspension in oil) in 220 ml of absolute tetrahydrofuran a solution of 31.5 g of 3-methyl-2-oxo-butylphosphonic acid dimethyl ester in 74 ml of absolute tetrahydrofuran is added in drops at 24° C.; the product is stirred for 1.5 hours and then, at 0° C., 111 ml of a 1.6 molar butyl lithium solution in hexane is added drop by drop and stirred for 20 minutes. A solution of 29 g of 1-bromo-2-pentine in 44 ml of absolute tetrahydrofuran is then added t... The yield is 66.7%. As a reaction SMILES: Br[C:2]1[CH:3]=[CH:4][C:5]([N+:8]([O-:10])=[O:9])=[N:6][CH:7]=1.C(=O)([O-])[O-].[Cs+].[Cs+].[C:17]([C:19]([C:22]1[CH:23]=[C:24]([CH:35]=[CH:36][CH:37]=1)[C:25]([NH:27][C:28]1[CH:33]=[CH:32][CH:31]=[C:30]([OH:34])[CH:29]=1)=[O:26])([CH3:21])[CH3:20])#[N:18].O>CN(C)C=O>[C:17]([C:19]([C:22]1[CH:23]=[C:24]([CH:35]=[CH:36][CH:37]=1)[C:25]([NH:27][C:28]1[CH:33]=[CH:32][CH:31]=[C:30]([O:34][C:2]2[CH:7]=[N:6][C:5]([N+:8]([O-:10])=[O:9])=[CH:4][CH:3]=2)[CH:29]=1)=[O:26])([CH3:21])[CH3:20])#[N:18] |f:1.2.3|. Reactants: BrC=1C=CC(=NC1)[N+](=O)[O-] (5-bromo-2-nitropyridine), C([O-])([O-])=O.[Cs+].[Cs+] (cesium carbonate), C(#N)C(C)(C)C=1C=C(C(=O)NC2=CC(=CC=C2)O)C=CC1 (3-(1-cyano-1-methylethyl)-N-(3-hydroxyphenyl)benzamide), C([O-])([O-])=O.[Cs+].[Cs+] (Cesium carbonate), O (Water). Procedure details: To a solution of 5-bromo-2-nitropyridine (4.56 g, 22.4 mmol) and cesium carbonate (10.9 g, 33.6 mmol) in N,N-dimethylformamide (40 mL) was added dropwise a solution of 3-(1-cyano-1-methylethyl)-N-(3-hydroxyphenyl)benzamide (6.92 g, 24.6 mmol) in N,N-dimethylformamide (20 mL) over 30 min, and the mixture was stirred at room temperature for 28 hr. Cesium carbonate (3.63 g, 11.2 mmol) was added to the reaction mixture, and the mixture was further stirred with heating at 60° C. for 15 hr. Water (200... Reaction conditions: time 28 hour. Yields the product C(#N)C(C)(C)C=1C=C(C(=O)NC2=CC(=CC=C2)OC=2C=NC(=CC2)[N+](=O)[O-])C=CC1 (3-(1-cyano-1-methylethyl)-N-{3-[(6-nitropyridin-3-yl)oxy]phenyl}benzamide). Solvent: CN(C=O)C (N,N-dimethylformamide), CN(C=O)C (N,N-dimethylformamide). The reactants are CC(=O)O[BH-](OC(C)=O)OC(C)=O, CC(=O)O, O=Cc1ccc(Cl)cc1, ClCCl, CCN1CC(C)(C)c2ccc(N)cc2C1=O, [Na+]. Product: CCN1CC(C)(C)c2ccc(NCc3ccc(Cl)cc3)cc2C1=O. RXN SMILES: [C:1]([O:2][BH-:3]([O:4][C:5](=[O:6])[CH3:7])[O:8][C:9](=[O:10])[CH3:11])(=[O:12])[CH3:13].[CH3:40][C:41](=[O:42])[OH:43].[Cl:31][c:32]1[cH:33][cH:34][c:35]([CH:36]=[O:37])[cH:38][cH:39]1.[Cl:44][CH2:45][Cl:46].[NH2:15][c:16]1[cH:17][cH:18][c:19]2[c:24]([cH:25]1)[C:23](=[O:26])[N:22]([CH2:27][CH3:28])[CH2:21][C:20]2([CH3:29])[CH3:30].[Na+:14]>>[NH:15]([c:16]1[cH:17][cH:18][c:19]2[c:24]([cH:25]1)[C:23](=[O:26])[N:22]([CH2:27][CH3:28])[CH2:21][C:20]2([CH3:29])[CH3:30])[CH2:36][c:35]1[cH:34][cH:33][c:32]([Cl:31])[cH:39][cH:38]1.